Dataset: the Open Reaction Database (ORD), a public repository of structured organic reaction records. Task: describe an organic reaction: reactants, conditions, products, and yield Conditions: time 2 hour. Solvent: N1=CC=CC=C1 (pyridine). RXN SMILES: [Br:1][C:2]1[CH:3]=[C:4]([NH2:9])[C:5]([Cl:8])=[N:6][CH:7]=1.[C:10]([C:13]1[CH:18]=[CH:17][C:16]([S:19](Cl)(=[O:21])=[O:20])=[CH:15][CH:14]=1)(=[O:12])[CH3:11]>N1C=CC=CC=1>[C:10]([C:13]1[CH:14]=[CH:15][C:16]([S:19]([NH:9][C:4]2[C:5]([Cl:8])=[N:6][CH:7]=[C:2]([Br:1])[CH:3]=2)(=[O:21])=[O:20])=[CH:17][CH:18]=1)(=[O:12])[CH3:11]. Procedure details: 5-Bromo-2-chloropyridin-3-amine (1.535 g, 7.399 mmol, Asymchem Laboratories, Morrisville, N.C.) was dissolved in pyridine (20 mL), and 4-acetylbenzenesulfonyl chloride (2.436 g, 11.14 mmol) was added. The reaction flask was fit with a reflux condensor and placed in a preheated oil bath (110 C-115 C) and stirred under nitrogen for 2 hours. The reaction was then cooled to room temperature, concentrated, and poured into a biphasic solution of water (40 mL) and DCM (50 mL). The layers were separated... Yields the product C(C)(=O)C1=CC=C(C=C1)S(=O)(=O)NC=1C(=NC=C(C1)Br)Cl (4-acetyl-N-(5-bromo-2-chloropyridin-3-yl)benzenesulfonamide). Starting materials: BrC=1C=C(C(=NC1)Cl)N (5-Bromo-2-chloropyridin-3-amine), C(C)(=O)C1=CC=C(C=C1)S(=O)(=O)Cl (4-acetylbenzenesulfonyl chloride).